This data is from the Open Reaction Database (ORD), a public repository of structured organic reaction records. The task is: describe an organic reaction: reactants, conditions, products, and yield Starting materials: [BH4-], CC(C)=CCCC(C)CC=Cc1ccc2c(c1)OCO2, CO, CC(=O)O[Hg]OC(C)=O, [K+], [Na+], [OH-]. The product is COC(C)(C)CCCC(C)CC=Cc1ccc2c(c1)OCO2. As a reaction SMILES: [BH4-:23].[CH3:1][CH:2]([CH2:3][CH:4]=[CH:5][c:6]1[cH:7][c:8]2[c:9]([cH:10][cH:11]1)[O:12][CH2:13][O:14]2)[CH2:15][CH2:16][CH:17]=[C:18]([CH3:19])[CH3:20].[CH3:25][OH:26].[CH3:27][C:28]([O:29][Hg:30][O:31][C:32](=[O:33])[CH3:34])=[O:35].[K+:22].[Na+:24].[OH-:21]>>[CH3:1][CH:2]([CH2:3][CH:4]=[CH:5][c:6]1[cH:7][c:8]2[c:9]([cH:10][cH:11]1)[O:12][CH2:13][O:14]2)[CH2:15][CH2:16][CH2:17][C:18]([CH3:19])([CH3:20])[O:21][CH3:25]. The reactants are C(CCC)(=O)C=1C=NC2=C(C=CC=C2C1Cl)OC (3-butyryl-4-chloro-8-methoxyquinoline), C(CCC)(=O)C=1C=NC2=C(C=CC=C2C1Cl)O (3-butyryl-4-chloro-8-hydroxyquinoline), FC1=CC(=C(N)C=C1)C (4-fluoro-2-methylaniline), [B] (boron). Run in ClCCl (dichloromethane), O1CCOCC1 (dioxan). Conditions: time 2 hour. Yields the product C(CCC)(=O)C=1C=NC2=C(C=CC=C2C1NC1=C(C=C(C=C1)F)C)O (3-butyryl-4-(4-fluoro-2-methylphenylamino)-8-hydroxyquinoline). The yield is 72.9%. As a reaction SMILES: [C:1]([C:6]1[CH:7]=[N:8][C:9]2[C:14]([C:15]=1Cl)=[CH:13][CH:12]=[CH:11][C:10]=2[O:17]C)(=[O:5])[CH2:2][CH2:3][CH3:4].[B].C(C1C=NC2C(C=1Cl)=CC=CC=2O)(=O)CCC.[F:37][C:38]1[CH:44]=[CH:43][C:41]([NH2:42])=[C:40]([CH3:45])[CH:39]=1>ClCCl.O1CCOCC1>[C:1]([C:6]1[CH:7]=[N:8][C:9]2[C:14]([C:15]=1[NH:42][C:41]1[CH:43]=[CH:44][C:38]([F:37])=[CH:39][C:40]=1[CH3:45])=[CH:13][CH:12]=[CH:11][C:10]=2[OH:17])(=[O:5])[CH2:2][CH2:3][CH3:4]. Procedure: A solution of 3-butyryl-4-chloro-8-methoxyquinoline (131.9 g, 0.5 mol) in dichloromethane (1 liter), was cooled to -78° C., then boron tribomide (142 ml, 1.5 mol) added slowly over 10 minutes. The mixture was warmed slowly to 0°, stirred 2 hours, then allowed to warm to room temperature overnight. After recooling in ice the reaction was quenched cautiously with water, then the resulting solid filtered off and dried. This was heavily contaminated with boron-containing impurities, but was used wit... Reactants: COC(CC1=C(C(=CC=C1F)Cl)F)=O (3-chloro-2,6-difluorophenylacetic acid methyl ester), ICC#N (iodoacetonitrile), [Cl-].[NH4+] (ammonium chloride), C(CCC)[Li] (Butyllithium), C(C)(C)NC(C)C (diisopropylamine). Run in C1CCOC1 (THF), C1CCOC1 (THF). Conditions: temperature -78 celsius, time 30 minute. The product is COC(C(CC#N)C1=C(C(=CC=C1F)Cl)F)=O (2-(3-Chloro-2,6-difluorophenyl)-3-cyanopropionic acid methyl ester). Yield: 59.3%. As a reaction SMILES: C([Li])CCC.[CH:6]([NH:9]C(C)C)(C)[CH3:7].[CH3:13][O:14][C:15](=[O:26])[CH2:16][C:17]1[C:22]([F:23])=[CH:21][CH:20]=[C:19]([Cl:24])[C:18]=1[F:25].ICC#N.[Cl-].[NH4+]>C1COCC1>[CH3:13][O:14][C:15](=[O:26])[CH:16]([C:17]1[C:22]([F:23])=[CH:21][CH:20]=[C:19]([Cl:24])[C:18]=1[F:25])[CH2:7][C:6]#[N:9] |f:4.5|. Procedure details: Butyllithium (4.1 mL of 2.5M solution in hexanes, 10.3 mmol) was added to a solution of diisopropylamine (1.4 mL, 10.3 mmol) in THF (15 mL) under nitrogen at 0° C. After 15 minutes the reaction mixture was cooled to −78° C. and a solution of 3-chloro-2,6-difluorophenylacetic acid methyl ester (2.15 g, 9.8 mmol) in THF (15 mL) was added. After 30 minutes, iodoacetonitrile (3.5 mL, 49 mmol) was added rapidly to the reaction mixture. The reaction mixture was allowed to warm to 0° C. and ammonium ch... Starting materials: N(N)C=1S\C(\C(N1)=O)=C/C=1C=C2C(=C(C=NC2=CC1)C#N)OC(C)C (6-[2-hydrazino-4-oxo-4H-thiazol-(5Z)-ylidenemethyl]-4-isopropoxy-quinoline-3-carbonitrile), Cl (hydrochloride). Run in C(C)#N (acetonitrile), O (water). The product is Cl.N(N)C=1S\C(\C(N1)=O)=C/C=1C=C2C(=C(C=NC2=CC1)C#N)OC(C)C (6-[2-hydrazino-4-oxo-4H-thiazol-(5Z)-ylidenemethyl]-4-isopropoxy-quinoline-3-carbonitrile hydrochloride salt). As a reaction SMILES: [NH:1]([C:3]1[S:4]/[C:5](=[CH:9]\[C:10]2[CH:11]=[C:12]3[C:17](=[CH:18][CH:19]=2)[N:16]=[CH:15][C:14]([C:20]#[N:21])=[C:13]3[O:22][CH:23]([CH3:25])[CH3:24])/[C:6](=[O:8])[N:7]=1)[NH2:2].[ClH:26]>C(#N)C.O>[ClH:26].[NH:1]([C:3]1[S:4]/[C:5](=[CH:9]\[C:10]2[CH:11]=[C:12]3[C:17](=[CH:18][CH:19]=2)[N:16]=[CH:15][C:14]([C:20]#[N:21])=[C:13]3[O:22][CH:23]([CH3:25])[CH3:24])/[C:6](=[O:8])[N:7]=1)[NH2:2] |f:4.5|. Procedure details: To the solution of 6-[2-hydrazino-4-oxo-4H-thiazol-(5Z)-ylidenemethyl]-4-isopropoxy-quinoline-3-carbonitrile (example 59, 15 mg, 0.042 mmol) in acetonitrile and water (8 mL), hydrochloride acid (1N, 0.17 mL) was added. The reaction completed by stirring the above mixture at room temperature for a short period of time. Then the solvents and excess hydrochloride acid were removed by vacuum and lyophilizer to give 6-[2-hydrazino-4-oxo-4H-thiazol-(5Z)-ylidenemethyl]-4-isopropoxy-quinoline-3-carbonit...